This data is from the Open Reaction Database (ORD), a public repository of structured organic reaction records. The task is: describe an organic reaction: reactants, conditions, products, and yield Reactants: COC1=CC=C2C=CC(=CC2=C1)S(=O)(=O)O (7-methoxynaphthalene-2-sulfonic acid), [Na] (sodium), S(=O)(Cl)Cl (thionyl chloride). Reagents/catalysts: CN(C)C=O (DMF). Run at temperature 80 celsius. Yields the product COC1=CC=C2C=CC(=CC2=C1)S(=O)(=O)Cl (7-Methoxynaphthalene-2-sulfonyl chloride). Reaction SMILES: [CH3:1][O:2][C:3]1[CH:12]=[C:11]2[C:6]([CH:7]=[CH:8][C:9]([S:13]([OH:16])(=O)=[O:14])=[CH:10]2)=[CH:5][CH:4]=1.[Na].S(Cl)([Cl:20])=O>CN(C=O)C>[CH3:1][O:2][C:3]1[CH:12]=[C:11]2[C:6]([CH:7]=[CH:8][C:9]([S:13]([Cl:20])(=[O:16])=[O:14])=[CH:10]2)=[CH:5][CH:4]=1 |^1:16|. Procedure: A mixture of 7-methoxynaphthalene-2-sulfonic acid, sodium salt (8.12 g, 31.1 mmol) in 80 mL of thionyl chloride is heated at 80° C. for 3 hours. A few drops of DMF is added with vigorous bubbling resulting and the mixture is heated for an additional 1.5 hours. The mixture is allowed to cool to room temperature and concentrated in vacuo. The residue is diluted in EtOAc and washed successively with water (2×), 1 N HCl solution and saturated NaCl. The organic layer is dried over anhydrous MgSO4, fi... Reactants: CI (methyl iodide), N1(CCC(CC1)C(=O)OCC)C(=O)OC(C)(C)C (1-tert-butyl 4-ethyl piperidine-1,4-dicarboxylate), C(CCCCC)[Li] (Hexyllithium), C(CCCCC)[Li] (hexyllithium), C(C)(C)NC(C)C (diisopropylamine). The solvent is O1CCCC1 (tetrahydrofuran), O1CCCC1 (tetrahydrofuran), O1CCCC1 (tetrahydrofuran). Run at temperature -20 celsius, time 45 minute. Yields the product CC1(CCN(CC1)C(=O)OC(C)(C)C)C(=O)OCC (1-tert-butyl 4-ethyl 4-methylpiperidine-1,4-dicarboxylate). As a reaction SMILES: [CH:1](NC(C)C)(C)C.C([Li])CCCCC.[N:15]1([C:26]([O:28][C:29]([CH3:32])([CH3:31])[CH3:30])=[O:27])[CH2:20][CH2:19][CH:18]([C:21]([O:23][CH2:24][CH3:25])=[O:22])[CH2:17][CH2:16]1.CI>O1CCCC1>[CH3:1][C:18]1([C:21]([O:23][CH2:24][CH3:25])=[O:22])[CH2:17][CH2:16][N:15]([C:26]([O:28][C:29]([CH3:31])([CH3:30])[CH3:32])=[O:27])[CH2:20][CH2:19]1. Procedure details: A 250-mL round bottom flask equipped with an overhead mechanical stirrer, addition funnel, N2-inlet and temperature probe was charged with diisopropylamine (7.31 g, 71.5 mmol) and tetrahydrofuran (22 g) then chilled to less than −15° C. (internal temperature). Hexyllithium (2.25 M in hexane: 21.8 g, 68.5 mmol) was carefully charged to the addition funnel. The hexyllithium solution was added through the addition funnel over 45 minutes with a maximum internal temperature of −17° C. The reaction wa... Reactants: CCO, Oc1nc(S)nc2c1CCCCCC2. Yields the product Oc1ncnc2c1CCCCCC2. Reaction SMILES: [CH3:15][CH2:16][OH:17].[SH:1][c:2]1[n:3][c:4]([OH:14])[c:5]2[c:6]([n:7]1)[CH2:8][CH2:9][CH2:10][CH2:11][CH2:12][CH2:13]2>>[cH:2]1[n:3][c:4]([OH:14])[c:5]2[c:6]([n:7]1)[CH2:8][CH2:9][CH2:10][CH2:11][CH2:12][CH2:13]2. RXN SMILES: [Cl:1][C:2]([Cl:9])([Cl:8])[C:3]([N:5]=[C:6]=[O:7])=[O:4].[OH:10][CH2:11][C:12]1[CH2:13][S:14][C@@H:15]2[C@H:35]([NH:36][C:37](=[O:44])[CH2:38][C:39]3[S:40][CH:41]=[CH:42][CH:43]=3)[C:34](=[O:45])[N:16]2[C:17]=1[C:18]([O:20][CH:21]([C:28]1[CH:33]=[CH:32][CH:31]=[CH:30][CH:29]=1)[C:22]1[CH:27]=[CH:26][CH:25]=[CH:24][CH:23]=1)=[O:19]>CC(C)=O>[S:40]1[CH:41]=[CH:42][CH:43]=[C:39]1[CH2:38][C:37]([NH:36][C@@H:35]1[C:34](=[O:45])[N:16]2[C:17]([C:18]([O:20][CH:21]([C:28]3[CH:33]=[CH:32][CH:31]=[CH:30][CH:29]=3)[C:22]3[CH:23]=[CH:24][CH:25]=[CH:26][CH:27]=3)=[O:19])=[C:12]([CH2:11][O:10][C:6](=[O:7])[NH:5][C:3](=[O:4])[C:2]([Cl:9])([Cl:8])[Cl:1])[CH2:13][S:14][C@H:15]12)=[O:44]. Conditions: time 1 hour. Reported procedure: Trichloroacetyl isocyanate (13.2 g, 70 mmole) was added to a stirred suspension of diphenylmethyl (6R,7R)-3-hydroxymethyl-7-(thien-2-ylacetamido)ceph-3-em-4 carboxylate (26.0 g, 50 mmole) in anhydrous acetone (600 ml) at 20°. The solid soon dissolved and after the mixture had been stirred at 20° for 1 hour it was chilled for 1 hour and the resulting solid was filtered off and washed with ether to give the title compound (33.1 g, 93%), m.p. 183° to 184°; [α]D21 + 24° (c 0.95 in DMSO); λinf.EtOH 2... The solvent is CC(=O)C (acetone). Reactants: ClC(C(=O)N=C=O)(Cl)Cl (Trichloroacetyl isocyanate), OCC=1CS[C@H]2N(C1C(=O)OC(C1=CC=CC=C1)C1=CC=CC=C1)C([C@H]2NC(CC=2SC=CC2)=O)=O (diphenylmethyl (6R,7R)-3-hydroxymethyl-7-(thien-2-ylacetamido)ceph-3-em-4 carboxylate). Yield: 93.4%. Yields the product S1C(=CC=C1)CC(=O)N[C@H]1[C@@H]2N(C(=C(CS2)COC(NC(C(Cl)(Cl)Cl)=O)=O)C(=O)OC(C2=CC=CC=C2)C2=CC=CC=C2)C1=O (Diphenylmethyl (6R,7R)-7-(Thien-2-ylacetamido)-3-trichloroacetylcarbamoyloxymethylceph-3-em-4-carboxylate).